This data is from the Open Reaction Database (ORD), a public repository of structured organic reaction records. The task is: describe an organic reaction: reactants, conditions, products, and yield The reactants are C=O (formaldehyde), C(CCC)N(N)C(=O)NC=1SC(=NN1)S(=O)(=O)C (2-n-Butyl-4-(5-methylsulfonyl-1,3,4-thiadiazol-2-yl)-semicarbazide), [OH-].[K+] (potassium hydroxide). Run in CO (methanol). Reaction conditions: time 20 minute. The product is C(CCC)N1NCN(C1=O)C=1SC(=NN1)S(=O)(=O)C (2-n-butyl-4-(5-methylsulfonyl-1,3,4-thiadiazol-2-yl)-1,2,4-triazolidin-3-one). Reaction SMILES: [CH2:1]([N:5]([C:7]([NH:9][C:10]1[S:11][C:12]([S:15]([CH3:18])(=[O:17])=[O:16])=[N:13][N:14]=1)=[O:8])[NH2:6])[CH2:2][CH2:3][CH3:4].[CH2:19]=O.[OH-].[K+]>CO>[CH2:1]([N:5]1[C:7](=[O:8])[N:9]([C:10]2[S:11][C:12]([S:15]([CH3:18])(=[O:16])=[O:17])=[N:13][N:14]=2)[CH2:19][NH:6]1)[CH2:2][CH2:3][CH3:4] |f:2.3|. Procedure details: 2-n-Butyl-4-(5-methylsulfonyl-1,3,4-thiadiazol-2-yl)-semicarbazide (0.1 mole) dissolved in methanol (100 ml) is charged into a glass reaction vessel equipped with a mechanical stirrer and thermometer. Aqueous formaldehyde (0.2 mole; 37% concentration) is then added to the reaction vessel with stirring. Dilute aqueous potassium hydroxide is added to the reaction mixture to adjust the pH to between 7 to 8 and stirring is continued for a period of about 20 minutes resulting in the formation of a so... Starting materials: CCOC(=O)C=Cc1ccc2c(c1)CC(NC(=O)OC(C)(C)C)CC2, CCO, Cl. The product is Cl, CCOC(=O)C=Cc1ccc2c(c1)CC(N)CC2. Reaction SMILES: [C:1]([O:2][C:3](=[O:4])[NH:8][CH:9]1[CH2:10][c:11]2[cH:12][c:13]([CH:19]=[CH:20][C:21](=[O:22])[O:23][CH2:24][CH3:25])[cH:14][cH:15][c:16]2[CH2:17][CH2:18]1)([CH3:5])([CH3:6])[CH3:7].[CH3:27][CH2:28][OH:29].[ClH:26]>>[ClH:26].[NH2:8][CH:9]1[CH2:10][c:11]2[cH:12][c:13]([CH:19]=[CH:20][C:21](=[O:22])[O:23][CH2:24][CH3:25])[cH:14][cH:15][c:16]2[CH2:17][CH2:18]1. As a reaction SMILES: [Br:1][CH2:2][CH2:3][CH:4]=[C:5]([CH3:6])[CH3:7].[Cl-:28].[Mg:8].[N:9]#[N:10].[NH4+:29].[c:11]1([C:17]2([CH2:22][CH2:23][CH2:24][C:25]([CH3:26])=[O:27])[O:18][CH2:19][CH2:20][O:21]2)[cH:12][cH:13][cH:14][cH:15][cH:16]1>>[CH2:2]([CH2:3][CH:4]=[C:5]([CH3:6])[CH3:7])[C:25]([CH2:24][CH2:23][CH2:22][C:17]1([c:11]2[cH:12][cH:13][cH:14][cH:15][cH:16]2)[O:18][CH2:19][CH2:20][O:21]1)([CH3:26])[OH:27]. Starting materials: CC(C)=CCCBr, [Cl-], [Mg], N#N, [NH4+], CC(=O)CCCC1(c2ccccc2)OCCO1. Yields the product CC(C)=CCCC(C)(O)CCCC1(c2ccccc2)OCCO1. The reactants are C(C#C)OC=1C=CC(=C2CCC(NC12)=O)OCC(CCl)O (8-(2-propynyloxy)-5-(3-chloro-2-hydroxypropoxy)-3,4-dihydrocarbostyril), [OH-].[NH4+] (ammonium hydroxide). Run in CO (methanol). Reaction conditions: temperature 70 celsius. The product is Cl.C(C#C)OC=1C=CC(=C2CCC(NC12)=O)OCC(CN)O (8-(2-propynyloxy)-5-(3-amino-2-hydroxypropoxy)-3,4-dihydrocarbostyril hydrochloride). Reaction SMILES: [CH2:1]([O:4][C:5]1[CH:6]=[CH:7][C:8]([O:16][CH2:17][CH:18]([OH:21])[CH2:19][Cl:20])=[C:9]2[C:14]=1[NH:13][C:12](=[O:15])[CH2:11][CH2:10]2)[C:2]#[CH:3].[OH-].[NH4+:23]>CO>[ClH:20].[CH2:1]([O:4][C:5]1[CH:6]=[CH:7][C:8]([O:16][CH2:17][CH:18]([OH:21])[CH2:19][NH2:23])=[C:9]2[C:14]=1[NH:13][C:12](=[O:15])[CH2:11][CH2:10]2)[C:2]#[CH:3] |f:1.2,4.5|. Procedure: 1.0 g of 8-(2-propynyloxy)-5-(3-chloro-2-hydroxypropoxy)-3,4-dihydrocarbostyril was dissolved in 30 ml of methanol, and 4.5 ml of 28% ammonium hydroxide was added to the solution followed by heating at 70° C. for 10 hours. The methanol and the ammonium hydroxide were evaporated under reduced pressure, and the residue was made acidic with hydrochloric acid and washed with ethyl acetate. The aqueous layer was separated, made alkaline with sodium hydroxide, extracted with chloroform, washed with wa... Reactants: ClC1=CC=C(C(=N1)C)[N+](=O)[O-] (6-chloro-2-methyl-3-nitropyridine), FC1(CNC1)F (3,3-difluoroazetidine), Intermediate 49. Product: FC1(CN(C1)C1=CC=C(C(=N1)C)[N+](=O)[O-])F (6-(3,3-Difluoroazetidin-1-yl)-2-methyl-3-nitro pyridine). RXN SMILES: Cl[C:2]1[N:7]=[C:6]([CH3:8])[C:5]([N+:9]([O-:11])=[O:10])=[CH:4][CH:3]=1.[F:12][C:13]1([F:17])[CH2:16][NH:15][CH2:14]1>>[F:12][C:13]1([F:17])[CH2:16][N:15]([C:2]2[N:7]=[C:6]([CH3:8])[C:5]([N+:9]([O-:11])=[O:10])=[CH:4][CH:3]=2)[CH2:14]1. Procedure details: Prepared from 6-chloro-2-methyl-3-nitropyridine and 3,3-difluoroazetidine following the method used to prepare Intermediate 49. LCMS (ES+) 230 (M+H)+, RT 2.57 minutes (method 1). The reactants are C1(=CC=C(C=C1)N=C=O)C (p-Tolyl isocyanate), COC1=C(N)C=C(C=C1)S(=O)(=O)C(F)F (2-methoxy-5-(difluoromethanesulfonyl)aniline). Solvent: CCOC(=O)C (EtOAc). Conditions: time 3 day. Product: COC1=C(C=C(C=C1)S(=O)(=O)C(F)F)NC(=O)NC1=CC=C(C=C1)C (N-(2-Methoxy-5-(difluoromethanesulfonyl)phenyl)-N′-(4-methylphenyl)urea). The yield is 59.1%. Reaction SMILES: [C:1]1([CH3:10])[CH:6]=[CH:5][C:4]([N:7]=[C:8]=[O:9])=[CH:3][CH:2]=1.[CH3:11][O:12][C:13]1[CH:19]=[CH:18][C:17]([S:20]([CH:23]([F:25])[F:24])(=[O:22])=[O:21])=[CH:16][C:14]=1[NH2:15]>CCOC(C)=O>[CH3:11][O:12][C:13]1[CH:19]=[CH:18][C:17]([S:20]([CH:23]([F:24])[F:25])(=[O:21])=[O:22])=[CH:16][C:14]=1[NH:15][C:8]([NH:7][C:4]1[CH:5]=[CH:6][C:1]([CH3:10])=[CH:2][CH:3]=1)=[O:9]. Procedure: p-Tolyl isocyanate (0.058 mL, 0.46 mmol) was added to a solution of 2-methoxy-5-(difluoromethanesulfonyl)aniline (0.100 g, 0.42 mmol) in EtOAc (0.5 mL) and the reaction mixture was stirred at room temp. for 3 d. The resulting precipitate was filtered and washed with Et2O to provide the title compound as a white solid (0.092 g): 1H-NMR (CDCl3) δ 2.22 (s, 3H), 4.01 (s, 3H), 7.01-7.36 (m, 6H), 7.54 (dd, J=2.4, 8.6 Hz, 1H), 8.57 (s, 1H), 8.79 (d, J=2.6 Hz, 1H), 9.33 (s, 1H); EI-MS m/z 370 (M+). B1d.... Starting materials: C(C)(C)(C)OC(=O)N1CCCC1 (pyrrolidine-1-carboxylic acid t-butyl ester), N1C=NC=C1 (imidazole), Hexanes, CC1CCCO1 (MeTHF), CC(C)([O-])C.[Na+] (Sodium t-butoxide), C1CCOC1 (THF), O (H2O). Reaction conditions: temperature 0 celsius, time 15 minute. Product: C(C)(C)(C)OC(=O)N1C[C@H](CC1)[C@@H]1OC1 ((S)-(S)-3-Oxiranylpyrrolidine-1-carboxylic Acid t-Butyl Ester). The yield is 104.2%. RXN SMILES: [C:1]([O:5][C:6]([N:8]1[CH2:12][CH2:11][CH2:10][CH2:9]1)=[O:7])([CH3:4])([CH3:3])[CH3:2].C[CH:14]1[O:18][CH2:17]CC1.CC(C)([O-])C.[Na+].C1COCC1.N1C=CN=C1.O>>[C:1]([O:5][C:6]([N:8]1[CH2:12][CH2:11][C@H:10]([C@H:14]2[CH2:17][O:18]2)[CH2:9]1)=[O:7])([CH3:4])([CH3:2])[CH3:3] |f:2.3|. Reported procedure: (S)-34S)-1,2-Dihydroxyethyl)pyrrolidine-1-carboxylic acid t-butyl ester (230 g, 990 mmol, 1.0 eq.) was combined with MeTHF (4.9 kg, 57 mol) and cooled to 0° C. 2.0 M Sodium t-butoxide in THF (994 mL, 2.0 eq.) was added drop wise over 20 minutes. The mixture was stirred at −1° C. for 15 minutes, then cooled to −7° C. p-Tolylsulfonyl)imidazole (243 g, 1.1 mol, 1.1 eq.) was added and the resulting mixture was stirred at 0° C. for 2 hours. The reaction was quenched with cold H2O (5.7 kg, 320 mol). H...